From a dataset of the Open Reaction Database (ORD), a public repository of structured organic reaction records. describe an organic reaction: reactants, conditions, products, and yield Starting materials: C(C)(C)N1C=CC2=CC(=CC=C12)C(=O)OC(C)C (isopropyl 1-isopropyl-5-indolecarboxylate), [OH-].[Na+] (sodium hydroxide). The solvent is C(C)O (ethanol). Yields the product C(C)(C)N1C=CC2=CC(=CC=C12)C(=O)O (1-isopropyl-5-indole-carboxylic acid). The yield is 109.7%. Reaction SMILES: [CH:1]([N:4]1[C:12]2[C:7](=[CH:8][C:9]([C:13]([O:15]C(C)C)=[O:14])=[CH:10][CH:11]=2)[CH:6]=[CH:5]1)([CH3:3])[CH3:2].[OH-].[Na+]>C(O)C>[CH:1]([N:4]1[C:12]2[C:7](=[CH:8][C:9]([C:13]([OH:15])=[O:14])=[CH:10][CH:11]=2)[CH:6]=[CH:5]1)([CH3:3])[CH3:2] |f:1.2|. Procedure: A mixture of 2.20 g (8.97 mmol) of isopropyl 1-isopropyl-5-indolecarboxylate, 100 ml of 2N sodium hydroxide solution and 100 ml of ethanol was refluxed for an hour. The solvent was then distilled off under reduced pressure. Thereafter water was added to the residue and the resulting mixture was acidified with conc. hydrochloric acid. The precipitated solid was filtered and dried under reduced pressure to give 2.00 g of crude 1-isopropyl-5-indole-carboxylic acid. The reaction was carried out in a...